This data is from the Open Reaction Database (ORD), a public repository of structured organic reaction records. The task is: describe an organic reaction: reactants, conditions, products, and yield The reactants are ClCC=1N=C(OC1C)C1=CC=CC=C1 (4-chloromethyl-5-methyl-2-phenyl-oxazole), SC1=CC=C(C=C1)S(=O)(=O)N1[C@H](CC2=CC=CC=C12)C(=O)O ((R)-1-(4-mercapto-benzenesulfonyl)-2,3-dihydro-1H-indole-2-carboxylic acid), [OH-].[Na+] (sodium hydroxide), O (water). The solvent is O1CCOCC1 (dioxane), O1CCOCC1 (dioxane). Run at time 1.5 hour. The product is CC1=C(N=C(O1)C1=CC=CC=C1)CSC1=CC=C(C=C1)S(=O)(=O)N1[C@H](CC2=CC=CC=C12)C(=O)O ((R)-1-[4-(5-methyl-2-phenyl-oxazol-4-ylmethylsulfanyl)-benzenesulfonyl]-2,3-dihydro-1H-indole-2-carboxylic acid). The yield is 80.4%. As a reaction SMILES: [SH:1][C:2]1[CH:7]=[CH:6][C:5]([S:8]([N:11]2[C:19]3[C:14](=[CH:15][CH:16]=[CH:17][CH:18]=3)[CH2:13][C@@H:12]2[C:20]([OH:22])=[O:21])(=[O:10])=[O:9])=[CH:4][CH:3]=1.[OH-].[Na+].O.Cl[CH2:27][C:28]1[N:29]=[C:30]([C:34]2[CH:39]=[CH:38][CH:37]=[CH:36][CH:35]=2)[O:31][C:32]=1[CH3:33]>O1CCOCC1>[CH3:33][C:32]1[O:31][C:30]([C:34]2[CH:35]=[CH:36][CH:37]=[CH:38][CH:39]=2)=[N:29][C:28]=1[CH2:27][S:1][C:2]1[CH:7]=[CH:6][C:5]([S:8]([N:11]2[C:19]3[C:14](=[CH:15][CH:16]=[CH:17][CH:18]=3)[CH2:13][C@@H:12]2[C:20]([OH:22])=[O:21])(=[O:10])=[O:9])=[CH:4][CH:3]=1 |f:1.2|. Procedure details: To a solution of the title D compound, (R)-1-(4-mercapto-benzenesulfonyl)-2,3-dihydro-1H-indole-2-carboxylic acid (0.56 g, 1.67 mmol) in dioxane (8 mL) is added 1N aqueous sodium hydroxide (3.4 mL) and water (2 mL) at room temperature. The resulting solution is treated dropwise with a solution of 4-chloromethyl-5-methyl-2-phenyl-oxazole (0.423 g, 2.04 mmol) in dioxane (4 mL). After stirring 1.5 hours, the reaction mixture is concentrated to near dryness in vacua. The residue is taken into water,... Reactants: O=C1N(C(C2=CC=CC=C12)=O)CCN1C(C(=C(C2=NC=C(C=C12)CC1=CC=C(C=C1)F)O)C(=O)OCC)=O (ethyl 1-[2-(1,3-dioxo-1,3-dihydro-2H-isoindol-2-yl)ethyl]-7-[(4-fluorophenyl)methyl]-4-hydroxy-2-oxo-1,2-dihydro-1,5-naphthyridine-3-carboxylate), O1C(CCC1)CN (1-(tetrahydro-2-furanyl)methanamine). The solvent is CCO (EtOH). Product: O=C1N(C(C2=CC=CC=C12)=O)CCN1C(C(=C(C2=NC=C(C=C12)CC1=CC=C(C=C1)F)O)C(=O)NCC1OCCC1)=O (1-[2-(1,3-dioxo-1,3-dihydro-2H-isoindol-2-yl)ethyl]-7-[(4-fluorophenyl)methyl]-4-hydroxy-2-oxo-N-(tetrahydro-2-furanylmethyl)-1,2-dihydro-1,5-naphthyridine-3-carboxamide). RXN SMILES: [O:1]=[C:2]1[C:10]2[C:5](=[CH:6][CH:7]=[CH:8][CH:9]=2)[C:4](=[O:11])[N:3]1[CH2:12][CH2:13][N:14]1[C:23]2[C:18](=[N:19][CH:20]=[C:21]([CH2:24][C:25]3[CH:30]=[CH:29][C:28]([F:31])=[CH:27][CH:26]=3)[CH:22]=2)[C:17]([OH:32])=[C:16]([C:33](OCC)=[O:34])[C:15]1=[O:38].[O:39]1[CH2:43][CH2:42][CH2:41][CH:40]1[CH2:44][NH2:45]>CCO>[O:1]=[C:2]1[C:10]2[C:5](=[CH:6][CH:7]=[CH:8][CH:9]=2)[C:4](=[O:11])[N:3]1[CH2:12][CH2:13][N:14]1[C:23]2[C:18](=[N:19][CH:20]=[C:21]([CH2:24][C:25]3[CH:26]=[CH:27][C:28]([F:31])=[CH:29][CH:30]=3)[CH:22]=2)[C:17]([OH:32])=[C:16]([C:33]([NH:45][CH2:44][CH:40]2[CH2:41][CH2:42][CH2:43][O:39]2)=[O:34])[C:15]1=[O:38]. Procedure details: A solution of ethyl 1-[2-(1,3-dioxo-1,3-dihydro-2H-isoindol-2-yl)ethyl]-7-[(4-fluorophenyl)methyl]-4-hydroxy-2-oxo-1,2-dihydro-1,5-naphthyridine-3-carboxylate (0.025 g, 0.049 mmol) in EtOH (2.5 mL) under nitrogen was treated with 1-(tetrahydro-2-furanyl)methanamine (0.025 mL, 0.24 mmol) for 40 min. (130° C. in a microwave vessel. The reaction was then cooled to ambient temperature and the resulting suspension was filtered, washed with EtOH and Et2O then thoroughly dried under high vacuum to prov... Starting materials: F[B-](F)(F)F, Cc1ccc(N)c(Br)c1, [C-]#N, CCOCC, N#C[Cu], CC(C)(C)ON=O, [Na+], O. The product is Cc1ccc(C#N)c(Br)c1. As a reaction SMILES: [B-:10]([F:11])([F:12])([F:13])[F:14].[Br:1][c:2]1[c:3]([NH2:4])[cH:5][cH:6][c:7]([CH3:9])[cH:8]1.[C-:25]#[N:26].[CH3:28][CH2:29][O:30][CH2:31][CH3:32].[Cu:22][C:23]#[N:24].[N:15]([O:16][C:17]([CH3:18])([CH3:19])[CH3:20])=[O:21].[Na+:27].[OH2:33]>>[Br:1][c:2]1[c:3]([C:23]#[N:24])[cH:5][cH:6][c:7]([CH3:9])[cH:8]1. The reactants are COc1ccc2[nH]cc(C3CCNCC3)c2c1, CCO, ClCCl, C1COCCO1, O=C(O)CC(O)(CC(=O)O)C(=O)O, CN(C)C1(c2ccccc2)CCC(CNC(=O)Oc2ccccc2)CC1. The product is COc1ccc2[nH]cc(C3CCN(C(=O)NCC4CCC(c5ccccc5)(N(C)C)CC4)CC3)c2c1. Reaction SMILES: [CH3:1][O:2][c:3]1[cH:4][c:5]2[c:6]([CH:12]3[CH2:13][CH2:14][NH:15][CH2:16][CH2:17]3)[cH:7][nH:8][c:9]2[cH:10][cH:11]1.[CH3:44][CH2:45][OH:46].[Cl:66][CH2:67][Cl:68].[O:60]1[CH2:61][CH2:62][O:63][CH2:64][CH2:65]1.[OH:47][C:48]([CH2:49][C:50]([C:51](=[O:52])[OH:53])([CH2:54][C:55](=[O:56])[OH:57])[OH:58])=[O:59].[c:18]1([O:24][C:25](=[O:19])[NH:26][CH2:27][CH:28]2[CH2:29][CH2:30][C:31]([c:34]3[cH:35][cH:36][cH:37][cH:38][cH:39]3)([N:40]([CH3:41])[CH3:42])[CH2:32][CH2:33]2)[cH:20][cH:21][cH:22][cH:23][cH:43]1>>[CH3:1][O:2][c:3]1[cH:4][c:5]2[c:6]([CH:12]3[CH2:13][CH2:14][N:15]([C:25](=[O:24])[NH:26][CH2:27][CH:28]4[CH2:29][CH2:30][C:31]([c:34]5[cH:35][cH:36][cH:37][cH:38][cH:39]5)([N:40]([CH3:41])[CH3:42])[CH2:32][CH2:33]4)[CH2:16][CH2:17]3)[cH:7][nH:8][c:9]2[cH:10][cH:11]1. Reactants: S(O)(O)(=O)=O (sulphuric acid), CS(=O)(=O)N1CCN(CC1)[C@H](C(=O)OC)CNC(C1=CC=C(C=C1)OCOCCOC)=O (methyl (S)-2-(4-methanesulphonylpiperazin-1-yl)-3-[4-(2-methoxyethoxymethoxy)benzoyl-amino]propanoate), C(O)([O-])=O.[Na+] (sodium hydrogen carbonate). Run in O1CCCC1 (tetrahydrofuran), CO (methanol). Run at time 18 hour. The product is OC1=CC=C(C(=O)NC[C@@H](C(=O)OC)N2CCN(CC2)S(=O)(=O)C)C=C1 (methyl (S)-3-(4-hydroxybenzoylamino)-2-(4-methane-sulphonylpiperazin-1-yl)propanoate). The yield is 83.9%. RXN SMILES: S(=O)(=O)(O)O.[CH3:6][S:7]([N:10]1[CH2:15][CH2:14][N:13]([C@@H:16]([CH2:21][NH:22][C:23](=[O:37])[C:24]2[CH:29]=[CH:28][C:27]([O:30]COCCOC)=[CH:26][CH:25]=2)[C:17]([O:19][CH3:20])=[O:18])[CH2:12][CH2:11]1)(=[O:9])=[O:8].C(=O)([O-])O.[Na+]>O1CCCC1.CO>[OH:30][C:27]1[CH:28]=[CH:29][C:24]([C:23]([NH:22][CH2:21][C@H:16]([N:13]2[CH2:12][CH2:11][N:10]([S:7]([CH3:6])(=[O:9])=[O:8])[CH2:15][CH2:14]2)[C:17]([O:19][CH3:20])=[O:18])=[O:37])=[CH:25][CH:26]=1 |f:2.3|. Reported procedure: 0.5 ml of 98% sulphuric acid are added to a solution of 1.6 g (3.4 mmol) of methyl (S)-2-(4-methanesulphonylpiperazin-1-yl)-3-[4-(2-methoxyethoxymethoxy)benzoyl-amino]propanoate in 15 ml of tetrahydrofuran and 15 ml of methanol. After stirring for 18 h at ambient temperature, the reaction medium is hydrolysed with a saturated aqueous solution of sodium hydrogen carbonate then extracted with ethyl acetate. The organic phase is washed with water then with a saturated aqueous solution of sodium chl... Starting materials: CN(C)C=O, CC(C)OC(C)C, NC1C(=O)Nc2ccccc2NC1=O, Cc1cccc(N=C=O)c1. The product is Cc1cccc(NC(=O)NC2C(=O)Nc3ccccc3NC2=O)c1. Reaction SMILES: [CH3:32][N:33]([CH3:34])[CH:35]=[O:36].[CH:25]([O:26][CH:27]([CH3:28])[CH3:29])([CH3:30])[CH3:31].[NH2:1][CH:2]1[C:3](=[O:14])[NH:4][c:5]2[c:6]([cH:10][cH:11][cH:12][cH:13]2)[NH:7][C:8]1=[O:9].[c:15]1([CH3:24])[cH:16][c:17]([N:21]=[C:22]=[O:23])[cH:18][cH:19][cH:20]1>>[NH:1]([CH:2]1[C:3](=[O:14])[NH:4][c:5]2[c:6]([cH:10][cH:11][cH:12][cH:13]2)[NH:7][C:8]1=[O:9])[C:22]([NH:21][c:17]1[cH:16][c:15]([CH3:24])[cH:20][cH:19][cH:18]1)=[O:23]. Starting materials: CC(C)(C)OC(=O)N1CCC(Oc2ccc(Oc3ccc(Cl)cc3)cc2)C1, Cl, C1COCCO1. The product is Clc1ccc(Oc2ccc(OC3CCNC3)cc2)cc1. Reaction SMILES: [C:1]([O:2][C:3](=[O:4])[N:8]1[CH2:9][CH:10]([O:13][c:14]2[cH:15][cH:16][c:17]([O:20][c:21]3[cH:22][cH:23][c:24]([Cl:27])[cH:25][cH:26]3)[cH:18][cH:19]2)[CH2:11][CH2:12]1)([CH3:5])([CH3:6])[CH3:7].[ClH:28].[O:29]1[CH2:30][CH2:31][O:32][CH2:33][CH2:34]1>>[NH:8]1[CH2:9][CH:10]([O:13][c:14]2[cH:15][cH:16][c:17]([O:20][c:21]3[cH:22][cH:23][c:24]([Cl:27])[cH:25][cH:26]3)[cH:18][cH:19]2)[CH2:11][CH2:12]1.